This data is from the Open Reaction Database (ORD), a public repository of structured organic reaction records. The task is: describe an organic reaction: reactants, conditions, products, and yield Starting materials: O.C1(=CC=C(C=C1)S(=O)(=O)O)C (p-toluenesulfonic acid. hydrate), OC(CC#N)CCCCC (3-hydroxycaprylonitrile), NCC[C@H](CCCCC)O (1-amino-3(S)-octanol). Product: C1(=CC=C(C=C1)S(=O)(=O)O)C (p-toluenesulfonic acid), NCC[C@H](CCCCC)OC1OCCCC1 (1-Amino-3(S)-(tetrahydro-2H-pyran-2-yloxy)octane). As a reaction SMILES: [OH:1][CH:2]([CH2:6][CH2:7][CH2:8][CH2:9][CH3:10])[CH2:3][C:4]#[N:5].NCC[C@@H:14]([OH:20])[CH2:15][CH2:16][CH2:17][CH2:18]C.O.[C:22]1([CH3:32])[CH:27]=[CH:26][C:25]([S:28]([OH:31])(=[O:30])=[O:29])=[CH:24][CH:23]=1>>[C:22]1([CH3:32])[CH:23]=[CH:24][C:25]([S:28]([OH:31])(=[O:29])=[O:30])=[CH:26][CH:27]=1.[NH2:5][CH2:4][CH2:3][C@@H:2]([O:1][CH:14]1[CH2:15][CH2:16][CH2:17][CH2:18][O:20]1)[CH2:6][CH2:7][CH2:8][CH2:9][CH3:10] |f:2.3|. Procedure: This compound is prepared essentially by the same method as described in Example 1, Step A-2, except that the 3-hydroxycaprylonitrile is replaced by 1-amino-3(S)-octanol and slightly more than one equivalent of p-toluenesulfonic acid. hydrate is used. This method provides the p-toluenesulfonic acid salt of the title compound which is converted to the oily title compound by distribution between dilute sodium hydroxide and ether. The organic phase is washed with saturated aqueous brine, dried over... Reactants: C(CC)C=1N(C=CN1)C(COCC(CC(=O)OCC)=O)C (Ethyl 4-[2-(2-n-propylimidazol-1-yl)propoxy]-3-ketobutanoate), NC1=CC(CCC1)=O (3-aminocyclohex-2-enone), ClC1=C(C=O)C=CC=C1 (2-chlorobenzaldehyde). The solvent is C(C)O (ethanol). Run at time 8 hour. Yields the product ClC1=C(C=CC=C1)C1C(=C(NC=2CCCC(C12)=O)COCC(C)N1C(=NC=C1)CCC)C(=O)OCC (4-(2-Chlorophenyl)-3-ethoxycarbonyl-2-[2-(2-n-propylimidazol-1-yl)propoxymethyl]-1,4,5,6,7,8-hexahydro-5-oxoquinoline). Isolated yield 21.7%. As a reaction SMILES: [CH2:1]([C:4]1[N:5]([CH:9]([CH3:21])[CH2:10][O:11][CH2:12][C:13](=O)[CH2:14][C:15]([O:17][CH2:18][CH3:19])=[O:16])[CH:6]=[CH:7][N:8]=1)[CH2:2][CH3:3].[NH2:22][C:23]1[CH2:28][CH2:27][CH2:26][C:25](=[O:29])[CH:24]=1.[Cl:30][C:31]1[CH:38]=[CH:37][CH:36]=[CH:35][C:32]=1[CH:33]=O>C(O)C>[Cl:30][C:31]1[CH:38]=[CH:37][CH:36]=[CH:35][C:32]=1[CH:33]1[C:24]2[C:25](=[O:29])[CH2:26][CH2:27][CH2:28][C:23]=2[NH:22][C:13]([CH2:12][O:11][CH2:10][CH:9]([N:5]2[CH:6]=[CH:7][N:8]=[C:4]2[CH2:1][CH2:2][CH3:3])[CH3:21])=[C:14]1[C:15]([O:17][CH2:18][CH3:19])=[O:16]. Procedure: Ethyl 4-[2-(2-n-propylimidazol-1-yl)propoxy]-3-ketobutanoate (590 mg), 3-aminocyclohex-2-enone (220 mg) and 2-chlorobenzaldehyde (281 mg) were stirred in refluxing ethanol (8 ml) for 8 hours. The solvent was removed under reduced pressure. The crude product was chromatographed over silica eluting with a mixture of diethylamine and ethyl acetate (1:49). The solvents were removed in vacuo and the residue rechromatographed over silica eluting with a mixture of methanol and ethyl acetate [1:9]. The ... Starting materials: CC=1NC=CN1 (2-methylimidazole), ClC=1N=C(C2=C(N1)SC(=C2)[N+](=O)[O-])NCCC2=CC1=C(C=C2)OCO1 (2-chloro-6-nitro-4-(3,4-methylenedioxyphenethylamino)-thieno-[2,3-d]-pyrimidine). The product is CC=1N(C=CN1)C=1N=C(C2=C(N1)SC(=C2)[N+](=O)[O-])NCCC2=CC1=C(C=C2)OCO1 (2-(2-methylimidazol-1-yl)-6-nitro-4-(3,4-methylenedioxyphenethylamino)-thieno-[2,3-d]-pyrimidine). RXN SMILES: [CH3:1][C:2]1[NH:3][CH:4]=[CH:5][N:6]=1.Cl[C:8]1[N:9]=[C:10]([NH:20][CH2:21][CH2:22][C:23]2[CH:28]=[CH:27][C:26]3[O:29][CH2:30][O:31][C:25]=3[CH:24]=2)[C:11]2[CH:16]=[C:15]([N+:17]([O-:19])=[O:18])[S:14][C:12]=2[N:13]=1>>[CH3:1][C:2]1[N:3]([C:8]2[N:9]=[C:10]([NH:20][CH2:21][CH2:22][C:23]3[CH:28]=[CH:27][C:26]4[O:29][CH2:30][O:31][C:25]=4[CH:24]=3)[C:11]3[CH:16]=[C:15]([N+:17]([O-:19])=[O:18])[S:14][C:12]=3[N:13]=2)[CH:4]=[CH:5][N:6]=1. Reported procedure: Following the procedure of Example 97, the reaction of 2-methylimidazole with 2-chloro-6-nitro-4-(3,4-methylenedioxyphenethylamino)-thieno-[2,3-d]-pyrimidine gives 2-(2-methylimidazol-1-yl)-6-nitro-4-(3,4-methylenedioxyphenethylamino)-thieno-[2,3-d]-pyrimidine. Reaction SMILES: [CH3:1][CH:2]([CH:3]([C:4](=[O:5])[O:6][CH3:7])[N:8]([S:9](=[O:10])(=[O:11])[c:12]1[cH:13][cH:14][c:15]([O:18][CH2:19][CH:20]=[C:21]=[CH:22][CH3:23])[cH:16][cH:17]1)[CH3:24])[CH3:25].[CH3:34][OH:35].[Li+:26].[O:29]1[CH2:30][CH2:31][CH2:32][CH2:33]1.[OH-:27].[OH2:28]>>[CH3:1][CH:2]([CH:3]([C:4](=[O:5])[OH:6])[N:8]([S:9](=[O:10])(=[O:11])[c:12]1[cH:13][cH:14][c:15]([O:18][CH2:19][CH:20]=[C:21]=[CH:22][CH3:23])[cH:16][cH:17]1)[CH3:24])[CH3:25]. Reactants: CC=C=CCOc1ccc(S(=O)(=O)N(C)C(C(=O)OC)C(C)C)cc1, CO, [Li+], C1CCOC1, [OH-], O. The product is CC=C=CCOc1ccc(S(=O)(=O)N(C)C(C(=O)O)C(C)C)cc1. Isolated yield 90.0%. Product: ClC=1N=C(C2=C(N1)C=CO2)N2CCC(CC2)C=O (1-(2-chlorofuro[3,2-d]pyrimidin-4-yl)piperidine-4-carbaldehyde). Solvent: C(Cl)Cl (DCM), C(Cl)Cl (DCM). Procedure: A flask was charged with (1-(2-chlorofuro[3,2-d]pyrimidin-4-yl)piperidin-4-yl)methanol (11.2 g, 41.8 mmol, prepared using A from 2,4-dichlorofuro[3,2-d]pyrimidine [Arkpharm], piperidin-4-ylmethanol), DCM (200 mL) and Dess-Martin periodinane (18.6 g, 43.9 mmol). The mixture was stirred at rt for about 3 h. The mixture was diluted with DCM (100 mL) and washed with an aqueous solution of 1 N Na2CO3 (200 mL). The aqueous layer was extracted with DCM (2×100 mL). The combined extracts were washed with... Reactants: ClC=1N=C(C2=C(N1)C=CO2)N2CCC(CC2)CO ((1-(2-chlorofuro[3,2-d]pyrimidin-4-yl)piperidin-4-yl)methanol), CC(=O)OI1(C=2C=CC=CC2C(=O)O1)(OC(=O)C)OC(=O)C (Dess-Martin periodinane), ClC=1N=C(C2=C(N1)C=CO2)Cl (2,4-dichlorofuro[3,2-d]pyrimidine), N1CCC(CC1)CO (piperidin-4-ylmethanol). Run at time 3 hour. As a reaction SMILES: [Cl:1][C:2]1[N:3]=[C:4]([N:11]2[CH2:16][CH2:15][CH:14]([CH2:17][OH:18])[CH2:13][CH2:12]2)[C:5]2[O:10][CH:9]=[CH:8][C:6]=2[N:7]=1.ClC1N=C(Cl)C2OC=CC=2N=1.N1CCC(CO)CC1.CC(OI1(OC(C)=O)(OC(C)=O)OC(=O)C2C=CC=CC1=2)=O>C(Cl)Cl>[Cl:1][C:2]1[N:3]=[C:4]([N:11]2[CH2:16][CH2:15][CH:14]([CH:17]=[O:18])[CH2:13][CH2:12]2)[C:5]2[O:10][CH:9]=[CH:8][C:6]=2[N:7]=1. The reactants are Cc1ccccc1, Cc1ccc2[nH]c(NC(Cc3ccc(OCCCC(=O)NC4=NCCCN4)cc3)C(=O)OC(C)(C)C)nc2c1, ClCCl, O=C(O)C(F)(F)F. As a reaction SMILES: [CH3:47][c:48]1[cH:49][cH:50][cH:51][cH:52][cH:53]1.[CH3:8][c:9]1[cH:10][c:11]2[c:12]([nH:13][c:14]([NH:16][CH:17]([CH2:18][c:19]3[cH:20][cH:21][c:22]([O:25][CH2:26][CH2:27][CH2:28][C:29]([NH:30][C:31]4=[N:36][CH2:35][CH2:34][CH2:33][NH:32]4)=[O:37])[cH:23][cH:24]3)[C:38](=[O:39])[O:40][C:41]([CH3:42])([CH3:43])[CH3:44])[n:15]2)[cH:45][cH:46]1.[Cl:54][CH2:55][Cl:56].[OH:1][C:2]([C:3]([F:4])([F:5])[F:6])=[O:7]>>[CH3:8][c:9]1[cH:10][c:11]2[c:12]([nH:13][c:14]([NH:16][CH:17]([CH2:18][c:19]3[cH:20][cH:21][c:22]([O:25][CH2:26][CH2:27][CH2:28][C:29]([NH:30][C:31]4=[N:36][CH2:35][CH2:34][CH2:33][NH:32]4)=[O:37])[cH:23][cH:24]3)[C:38](=[O:39])[OH:40])[n:15]2)[cH:45][cH:46]1. Yields the product Cc1ccc2[nH]c(NC(Cc3ccc(OCCCC(=O)NC4=NCCCN4)cc3)C(=O)O)nc2c1. The reactants are NC=1C=C(C=CC1F)C1=CC2=C(N=C(N=C2)S(=O)C)N(C1=O)CC (6-(3-amino-4-fluorophenyl)-8-ethyl-2-(methylsulfinyl)pyrido[2,3-d]pyrimidin-7(8H)-one), CN.C1CCOC1 (methylamine THF), O (Water), crude product. Run in C(Cl)Cl.CCCCCC (CH2Cl2 hexane). Reaction conditions: time 8 hour. Product: NC=1C=C(C=CC1F)C1=CC2=C(N=C(N=C2)NC)N(C1=O)CC (6-(3-amino-4-fluorophenyl)-8-ethyl-2-(methylamino)pyrido[2,3-d]pyrimidin-7(8H)-one). Isolated yield 37.4%. RXN SMILES: [NH2:1][C:2]1[CH:3]=[C:4]([C:9]2[C:21](=[O:22])[N:20]([CH2:23][CH3:24])[C:12]3[N:13]=[C:14](S(C)=O)[N:15]=[CH:16][C:11]=3[CH:10]=2)[CH:5]=[CH:6][C:7]=1[F:8].[CH3:25][NH2:26].C1COCC1.O>C(Cl)Cl.CCCCCC>[NH2:1][C:2]1[CH:3]=[C:4]([C:9]2[C:21](=[O:22])[N:20]([CH2:23][CH3:24])[C:12]3[N:13]=[C:14]([NH:26][CH3:25])[N:15]=[CH:16][C:11]=3[CH:10]=2)[CH:5]=[CH:6][C:7]=1[F:8] |f:1.2,4.5|. Procedure: Using general method E, 6-(3-amino-4-fluorophenyl)-8-ethyl-2-(methylsulfinyl)pyrido[2,3-d]pyrimidin-7(8H)-one from Example 2 (0.94 g, 2.73 mmol) and 2.0M methylamine/THF (2.73 mL, 5.5 mmol) were stirred overnight at RT. Water (50 mL) was added and the product was extracted with EtOAc (2×30 mL). The combined organic layers were washed with brine, dried (Na2SO4) and concentrated to afford crude product. This crude product was stirred with 60% CH2Cl2/hexane solution (10 mL) for 10 min. The resultan... The reactants are C1CCOC1, CO, O=[N+]([O-])c1ccc(CCCCn2ccnn2)cc1. Yields the product Nc1ccc(CCCCn2ccnn2)cc1. RXN SMILES: [CH2:21]1[O:22][CH2:23][CH2:24][CH2:25]1.[CH3:19][OH:20].[N+:1]([O-:2])(=[O:3])[c:4]1[cH:5][cH:6][c:7]([CH2:10][CH2:11][CH2:12][CH2:13][n:14]2[n:15][n:16][cH:17][cH:18]2)[cH:8][cH:9]1>>[NH2:1][c:4]1[cH:5][cH:6][c:7]([CH2:10][CH2:11][CH2:12][CH2:13][n:14]2[n:15][n:16][cH:17][cH:18]2)[cH:8][cH:9]1. Starting materials: OC1=C(C(=O)OC)C=C(C=C1)C#CC1=CC=C(C=C1)S(=O)(=O)NC1=NC=CC=C1 (Methyl 2-hydroxy-5-[[4-[(2-pyridinylamino)sulfonyl]phenyl]ethynyl]benzoate), Cl (HCl). Run in [OH-].[Na+] (NaOH). Reaction conditions: time 2 hour. The product is OC1=C(C(=O)O)C=C(C=C1)C#CC1=CC=C(C=C1)S(=O)(=O)NC1=NC=CC=C1 (2-Hydroxy-5-[[4-[(2-pyridinylamino)sulfonyl]phenyl]ethynyl]benzoic acid). Reaction SMILES: [OH:1][C:2]1[CH:11]=[CH:10][C:9]([C:12]#[C:13][C:14]2[CH:19]=[CH:18][C:17]([S:20]([NH:23][C:24]3[CH:29]=[CH:28][CH:27]=[CH:26][N:25]=3)(=[O:22])=[O:21])=[CH:16][CH:15]=2)=[CH:8][C:3]=1[C:4]([O:6]C)=[O:5].Cl>[OH-].[Na+]>[OH:1][C:2]1[CH:11]=[CH:10][C:9]([C:12]#[C:13][C:14]2[CH:15]=[CH:16][C:17]([S:20]([NH:23][C:24]3[CH:29]=[CH:28][CH:27]=[CH:26][N:25]=3)(=[O:22])=[O:21])=[CH:18][CH:19]=2)=[CH:8][C:3]=1[C:4]([OH:6])=[O:5] |f:2.3|. Procedure: 25 The ester from Example 1d (23.7 g, 58 mmol) was dissolved in 1M NaOH (190 ml) and refluxed for 6 h. The cooled solution was acidified with an excess of 6M HCl. The precipitated formed was allowed to stand for 2 h, filtered off and washed with water (3×200 ml). The white product was dried at 60° C. in vacuo. Yield 21.7 g (95